Dataset: the Open Reaction Database (ORD), a public repository of structured organic reaction records. Task: describe an organic reaction: reactants, conditions, products, and yield Reactants: C1CCOC1, COC(=O)C1CN(S(=O)(=O)c2cc3ccc(Cl)cc3s2)CC(=O)N1Cc1ccc(C#N)c(N=C(c2ccccc2)c2ccccc2)c1, CO, Cl. Yields the product COC(=O)C1CN(S(=O)(=O)c2cc3ccc(Cl)cc3s2)CC(=O)N1Cc1ccc(C#N)c(N)c1. As a reaction SMILES: [CH2:49]1[O:50][CH2:51][CH2:52][CH2:53]1.[CH3:2][O:3][C:4](=[O:5])[CH:6]1[N:7]([CH2:26][c:27]2[cH:28][c:29]([N:35]=[C:36]([c:37]3[cH:38][cH:39][cH:40][cH:41][cH:42]3)[c:43]3[cH:44][cH:45][cH:46][cH:47][cH:48]3)[c:30]([C:33]#[N:34])[cH:31][cH:32]2)[C:8](=[O:25])[CH2:9][N:10]([S:12](=[O:13])(=[O:14])[c:15]2[cH:16][c:17]3[c:18]([s:19]2)[cH:20][c:21]([Cl:24])[cH:22][cH:23]3)[CH2:11]1.[CH3:54][OH:55].[ClH:1]>>[CH3:2][O:3][C:4](=[O:5])[CH:6]1[N:7]([CH2:26][c:27]2[cH:28][c:29]([NH2:35])[c:30]([C:33]#[N:34])[cH:31][cH:32]2)[C:8](=[O:25])[CH2:9][N:10]([S:12](=[O:13])(=[O:14])[c:15]2[cH:16][c:17]3[c:18]([s:19]2)[cH:20][c:21]([Cl:24])[cH:22][cH:23]3)[CH2:11]1. The reactants are C(C1=CC=CC=C1)N1C(=CC2=CC(=CC=C12)Cl)C(C(C)C)N1C(C2=CC=CC=C2C1=O)=O (2-(1-(1-Benzyl-5-chloro-1H-indol-2-yl)-2-methylpropyl)isoindoline-1,3-dione), NN (hydrazine), O (water). Solvent: CCO (EtOH). Reaction conditions: temperature 80 celsius, time 8 hour. Yields the product C(C1=CC=CC=C1)N1C(=CC2=CC(=CC=C12)Cl)C(C(C)C)N (1-(1-benzyl-5-chloro-1H-indole-2-yl)-2-methylpropan-1-amine). The yield is 41.6%. Reaction SMILES: [CH2:1]([N:8]1[C:16]2[C:11](=[CH:12][C:13]([Cl:17])=[CH:14][CH:15]=2)[CH:10]=[C:9]1[CH:18]([N:22]1C(=O)C2C(=CC=CC=2)C1=O)[CH:19]([CH3:21])[CH3:20])[C:2]1[CH:7]=[CH:6][CH:5]=[CH:4][CH:3]=1.NN.O>CCO>[CH2:1]([N:8]1[C:16]2[C:11](=[CH:12][C:13]([Cl:17])=[CH:14][CH:15]=2)[CH:10]=[C:9]1[CH:18]([NH2:22])[CH:19]([CH3:20])[CH3:21])[C:2]1[CH:3]=[CH:4][CH:5]=[CH:6][CH:7]=1. Reported procedure: To a solution of product of step 7 (0.4 mmol) in 10 mL of EtOH, was added hydrazine (4 mmol) at 0° C. The mixture was stirred at 80° C. overnight. The solution was poured into water, and extracted with EtOAc (×3). The organic layers were combined, washed with 10% NaOH, H2O (×3), brine (×3), dried (Na2SO4), filtered, and the filtrate was concentrated. The material was purified by flash chromatography (20% EtOAc:hexane) to yield 52 mg of 1-(1-benzyl-5-chloro-1H-indole-2-yl)-2-methylpropan-1-amine. Starting materials: C1(=CC=CC=C1)P(C1=CC=CC=2C(C3=CC=CC(=C3OC12)P(C1=CC=CC=C1)C1=CC=CC=C1)(C)C)C1=CC=CC=C1 (4,5-bis(diphenylphosphino)-9,9-dimethylxanthene), CCN(C(C)C)C(C)C (DIPEA), BrC=1C=C(C(=O)N(C)C=2C=NC=CC2C2=C(C=C(C=C2)F)OC)C=C(C1)C(F)(F)F (3-bromo-N-(4-(4-fluoro-2-methoxyphenyl)pyridin-3-yl)-N-methyl-5-(trifluoromethyl)benzamide), C[Si](CCS)(C)C (2-(trimethylsilyl)ethanethiol), [NH4+].[Cl-] (NH4Cl). The reagents and catalysts are C=1C=CC(=CC1)/C=C/C(=O)/C=C/C2=CC=CC=C2.C=1C=CC(=CC1)/C=C/C(=O)/C=C/C2=CC=CC=C2.C=1C=CC(=CC1)/C=C/C(=O)/C=C/C2=CC=CC=C2.[Pd].[Pd] (tris(dibenzylideneacetone)dipalladium(0)). Solvent: O1CCOCC1 (dioxane), CCOC(=O)C (EtOAc). Run at temperature 120 celsius. Product: FC1=CC(=C(C=C1)C1=C(C=NC=C1)N(C(C1=CC(=CC(=C1)SCC[Si](C)(C)C)C(F)(F)F)=O)C)OC (N-(4-(4-Fluoro-2-methoxyphenyl)pyridin-3-yl)-N-methyl-3-(trifluoromethyl)-5-(2-(trimethylsilyl)ethylthio)benzamide). Reaction SMILES: Br[C:2]1[CH:3]=[C:4]([CH:24]=[C:25]([C:27]([F:30])([F:29])[F:28])[CH:26]=1)[C:5]([N:7]([C:9]1[CH:10]=[N:11][CH:12]=[CH:13][C:14]=1[C:15]1[CH:20]=[CH:19][C:18]([F:21])=[CH:17][C:16]=1[O:22][CH3:23])[CH3:8])=[O:6].[CH3:31][Si:32]([CH3:37])([CH3:36])[CH2:33][CH2:34][SH:35].C1(P(C2C=CC=CC=2)C2C3OC4C(=CC=CC=4P(C4C=CC=CC=4)C4C=CC=CC=4)C(C)(C)C=3C=CC=2)C=CC=CC=1.CCN(C(C)C)C(C)C.[NH4+].[Cl-]>O1CCOCC1.C1C=CC(/C=C/C(/C=C/C2C=CC=CC=2)=O)=CC=1.C1C=CC(/C=C/C(/C=C/C2C=CC=CC=2)=O)=CC=1.C1C=CC(/C=C/C(/C=C/C2C=CC=CC=2)=O)=CC=1.[Pd].[Pd].CCOC(C)=O>[F:21][C:18]1[CH:19]=[CH:20][C:15]([C:14]2[CH:13]=[CH:12][N:11]=[CH:10][C:9]=2[N:7]([CH3:8])[C:5](=[O:6])[C:4]2[CH:3]=[C:2]([S:35][CH2:34][CH2:33][Si:32]([CH3:37])([CH3:36])[CH3:31])[CH:26]=[C:25]([C:27]([F:28])([F:29])[F:30])[CH:24]=2)=[C:16]([O:22][CH3:23])[CH:17]=1 |f:4.5,7.8.9.10.11|. Reported procedure: A solution of 3-bromo-N-(4-(4-fluoro-2-methoxyphenyl)pyridin-3-yl)-N-methyl-5-(trifluoromethyl)benzamide (0.135 g, 279 μmol) and 2-(trimethylsilyl)ethanethiol (37.5 mg, 44.1 μL, 279 μmol) in dioxane (2 mL) was stirred under argon for 5 minutes in a sealed tube. To the clear light yellow solution were added tris(dibenzylideneacetone)dipalladium(0) (6.4 mg, 6.98 μmol, CAS RN 52409-22-0) and 4,5-bis(diphenylphosphino)-9,9-dimethylxanthene (8.08 mg, 14.0 μmol, CAS RN 161265-03-8) and DIPEA (72.2 mg,... Reactants: C(C)C=1C(NC(N([C@H]2C[C@H](OS(=O)(=O)C)[C@@H](COC(C3=CC=CC=C3)(C3=CC=CC=C3)C3=CC=CC=C3)O2)C1)=O)=O (5-ethyl-3'-O-methanesulfonyl-5'-O-trityl-2'-deoxyuridine), [I-].[Na+] (sodium iodide). The solvent is COCCOC (1,2-dimethoxyethane). The product is I[C@H]1C[C@@H](O[C@@H]1COC(C1=CC=CC=C1)(C1=CC=CC=C1)C1=CC=CC=C1)N1C(=O)NC(=O)C(=C1)CC (3'-Iodo-5-ethyl-5'-O-trityl-2',3'-dideoxyuridine). Reaction SMILES: [CH2:1]([C:3]1[C:4](=[O:41])[NH:5][C:6](=[O:40])[N:7]([CH:39]=1)[C@@H:8]1[O:38][C@H:16]([CH2:17][O:18][C:19]([C:32]2[CH:37]=[CH:36][CH:35]=[CH:34][CH:33]=2)([C:26]2[CH:31]=[CH:30][CH:29]=[CH:28][CH:27]=2)[C:20]2[CH:25]=[CH:24][CH:23]=[CH:22][CH:21]=2)[C@@H:10](OS(C)(=O)=O)[CH2:9]1)[CH3:2].[I-:42].[Na+]>COCCOC>[I:42][C@@H:10]1[C@@H:16]([CH2:17][O:18][C:19]([C:32]2[CH:37]=[CH:36][CH:35]=[CH:34][CH:33]=2)([C:26]2[CH:31]=[CH:30][CH:29]=[CH:28][CH:27]=2)[C:20]2[CH:25]=[CH:24][CH:23]=[CH:22][CH:21]=2)[O:38][C@@H:8]([N:7]2[CH:39]=[C:3]([CH2:1][CH3:2])[C:4](=[O:41])[NH:5][C:6]2=[O:40])[CH2:9]1 |f:1.2|. Procedure: A mixture of 5-ethyl-3'-O-methanesulfonyl-5'-O-trityl-2'-deoxyuridine (13.2 g, 5.6 mmole) and sodium iodide (15.0 g, 100 mmole) in 1,2-dimethoxyethane is refluxed for 18 hr. As a reaction SMILES: [C:12](=[O:13])([O-:14])[O-:15].[C:34](=[O:35])([OH:36])[O-:37].[CH3:1][S:2](=[O:3])(=[O:4])[c:5]1[cH:6][cH:7][c:8]([OH:11])[cH:9][cH:10]1.[CH3:39][N:40]([CH3:41])[CH:42]=[O:43].[Cl:18][c:19]1[c:20]2[c:21]([n:22][cH:23][n:24]1)[n:25]([CH:28]1[O:29][CH2:30][CH2:31][CH2:32][CH2:33]1)[n:26][cH:27]2.[Cs+:16].[Cs+:17].[Na+:38]>>[CH3:1][S:2](=[O:3])(=[O:4])[c:5]1[cH:6][cH:7][c:8]([O:11][c:19]2[c:20]3[c:21]([n:22][cH:23][n:24]2)[n:25]([CH:28]2[O:29][CH2:30][CH2:31][CH2:32][CH2:33]2)[n:26][cH:27]3)[cH:9][cH:10]1. Starting materials: O=C([O-])[O-], O=C([O-])O, CS(=O)(=O)c1ccc(O)cc1, CN(C)C=O, Clc1ncnc2c1cnn2C1CCCCO1, [Cs+], [Cs+], [Na+]. Yields the product CS(=O)(=O)c1ccc(Oc2ncnc3c2cnn3C2CCCCO2)cc1. Starting materials: O[C@@H](CNCCC1=CC=C(NC2CCN(CC2)C(=O)NC2=CC=C(OCC(=O)OC)C=C2)C=C1)COC1=CC=C(C=C1)O[Si](C1=CC=CC=C1)(C1=CC=CC=C1)C(C)C (Methyl 2-{4-[({4-[4-(2-{[(2S)-2-hydroxy-3-(4-{[isopropyl(diphenyl)silyl]oxy}phenoxy)propyl]amino}ethyl)anilino]piperidinyl}carbonyl)amino]phenoxy}acetate). The solvent is C(Cl)(Cl)Cl.CO (chloroform methanol). Yields the product O[C@@H](CNCCC1=CC=C(C=C1)NC1CCN(CC1)C(=O)NC1=CC=C(OCC(=O)O)C=C1)COC1=CC=C(C=C1)O ((4-{[4-(4-{2-[(2S)-2-Hydroxy-3-(4-hydroxy-phenoxy)-propylamino]-ethyl}-phenylamino)-piperidine-1-carbonyl]-amino}-phenoxy)-acetic Acid). Isolated yield 56.3%. RXN SMILES: [OH:1][C@H:2]([CH2:35][O:36][C:37]1[CH:42]=[CH:41][C:40]([O:43][Si](C(C)C)(C2C=CC=CC=2)C2C=CC=CC=2)=[CH:39][CH:38]=1)[CH2:3][NH:4][CH2:5][CH2:6][C:7]1[CH:34]=[CH:33][C:10]([NH:11][CH:12]2[CH2:17][CH2:16][N:15]([C:18]([NH:20][C:21]3[CH:32]=[CH:31][C:24]([O:25][CH2:26][C:27]([O:29]C)=[O:28])=[CH:23][CH:22]=3)=[O:19])[CH2:14][CH2:13]2)=[CH:9][CH:8]=1>C(Cl)(Cl)Cl.CO>[OH:1][C@H:2]([CH2:35][O:36][C:37]1[CH:38]=[CH:39][C:40]([OH:43])=[CH:41][CH:42]=1)[CH2:3][NH:4][CH2:5][CH2:6][C:7]1[CH:8]=[CH:9][C:10]([NH:11][CH:12]2[CH2:13][CH2:14][N:15]([C:18]([NH:20][C:21]3[CH:22]=[CH:23][C:24]([O:25][CH2:26][C:27]([OH:29])=[O:28])=[CH:31][CH:32]=3)=[O:19])[CH2:16][CH2:17]2)=[CH:33][CH:34]=1 |f:1.2|. Procedure: Methyl 2-{4-[({4-[4-(2-{[(2S)-2-hydroxy-3-(4-{[isopropyl(diphenyl)silyl]oxy}phenoxy)propyl]amino}ethyl)anilino]piperidinyl}carbonyl)amino]phenoxy}acetate (0.16 g, 0.192 mmol) was reacted according to Procedure H (eluant: 10:1 going to 5:1 chloroform-methanol containing 2% triethylamine) to give the title compound (0.64 g, 0.108 mmol) Reaction SMILES: [OH:1][C:2]1[CH:11]=[C:10]([S:12][CH:13]([CH:15]([CH3:21])[CH2:16][CH2:17][CH2:18][CH2:19][CH3:20])[CH3:14])[CH:9]=[C:8]2[C:3]=1[CH:4]1[CH2:26][C:25](=O)[CH2:24][CH2:23][CH:5]1[CH:6]([CH3:22])[NH:7]2.C([O-])(=O)C.[NH4+].C([BH3-])#[N:34].[Na+].Cl>CO>[NH2:34][CH:25]1[CH2:24][CH2:23][CH:5]2[CH:6]([CH3:22])[NH:7][C:8]3[C:3]([CH:4]2[CH2:26]1)=[C:2]([OH:1])[CH:11]=[C:10]([S:12][CH:13]([CH:15]([CH3:21])[CH2:16][CH2:17][CH2:18][CH2:19][CH3:20])[CH3:14])[CH:9]=3 |f:1.2,3.4|. Starting materials: OC1=C2C3C(C(NC2=CC(=C1)SC(C)C(CCCCC)C)C)CCC(C3)=O (1-hydroxy-6-methyl-3-(3-methyl-2-octylthio)-5,6,6a,7,10,10a-hexahydrobenzo[c]quinoline-9(8H)one), Cl (hydrochloric acid), C(C)(=O)[O-].[NH4+] (ammonium acetate), C(#N)[BH3-].[Na+] (sodium cyanoborohydride). The solvent is CO (methanol). Product: NC1CC2C(C(NC3=CC(=CC(=C23)O)SC(C)C(CCCCC)C)C)CC1 (9-Amino-1-hydroxy-6-methyl-3-(3-methyl-2-octylthio)-5,6,6a,7,8,9,10,10a-octahydrobenzo[c]quinoline). Procedure details: To 10 ml. of dry methanol is added 1.51 g. (3.1 mmole) of dl-1-hydroxy-6-methyl-3-(3-methyl-2-octylthio)-5,6,6a,7,10,10a-hexahydrobenzo[c]quinoline-9(8H)one, 2.39 g. (31 mmole) ammonium acetate and 0.272 g. (4.34 mmole) sodium cyanoborohydride, and the resulting mixture is heated at reflux for two days. The resulting mixture is acidified to pH 2 with hydrochloric acid and evaporated to dryness in vacuo. The residue is taken up in water, washed with ethyl ether, the aqueous phase adjusted to pH 1... Starting materials: O=C(Cl)CCOCc1ccccc1, CCBr, CCOC(=O)C(CC)C(=O)O, Cc1ccccc1, Cl, I, [Mg], C1CCOC1. Yields the product CCOC(=O)C(CC)C(=O)CCOCc1ccccc1. As a reaction SMILES: [CH2:17]([c:18]1[cH:19][cH:20][cH:21][cH:22][cH:23]1)[O:24][CH2:25][CH2:26][C:27]([Cl:28])=[O:29].[CH2:1]([Br:2])[CH3:3].[CH2:6]([CH3:7])[O:8][C:9]([CH:10]([C:11](=[O:12])[OH:13])[CH2:14][CH3:15])=[O:16].[CH3:36][c:37]1[cH:38][cH:39][cH:40][cH:41][cH:42]1.[ClH:30].[I:5].[Mg:4].[O:31]1[CH2:32][CH2:33][CH2:34][CH2:35]1>>[CH2:6]([CH3:7])[O:8][C:9]([CH:10]([C:11](=[O:13])[CH2:26][CH2:25][O:24][CH2:17][c:18]1[cH:19][cH:20][cH:21][cH:22][cH:23]1)[CH2:14][CH3:15])=[O:16].